From a dataset of the Open Reaction Database (ORD), a public repository of structured organic reaction records. describe an organic reaction: reactants, conditions, products, and yield Reactants: COC1=CC=C(C=N1)C=NO (6-Methoxy-pyridine-3-carboxaldehyde oxime), Cl (hydrochloric acid), C([O-])(O)=O.[Na+] (sodium bicarbonate). The solvent is O (water). Conditions: temperature 0 celsius, time 1 hour. Product: ON=C(C=1C=NC(=CC1)OC)Cl (N-Hydroxy-6-methoxy-3-pyridinecarboximidoyl chloride). RXN SMILES: [CH3:1][O:2][C:3]1[N:8]=[CH:7][C:6]([CH:9]=[N:10][OH:11])=[CH:5][CH:4]=1.C(=O)(O)[O-].[Na+].[ClH:17]>O>[OH:11][N:10]=[C:9]([Cl:17])[C:6]1[CH:7]=[N:8][C:3]([O:2][CH3:1])=[CH:4][CH:5]=1 |f:1.2|. Procedure details: To oxime 1c (1.25 g; 8.18 mmol) in concentrated hydrochloric acid (6.0 mL) at 0° C., was added dropwise bleach (9 mL). The reaction mixture was stirred at 0° C. for 1 h, diluted with water (20 mL) and brought to about pH=3 with saturated sodium bicarbonate. The resulting solid was collected, washed with water and dried. 2c was isolated as a white solid. The reactants are C(C)(C)(C)OC(N[C@@H](C)C1=NC=2C(=NC=CC2)N1C1=CC=CC=C1)=O ([(S)-1-(3-phenyl-3H-imidazo[4,5-b]pyridin-2-yl)ethyl]carbamic acid tertbutyl ester), C(=O)(C(F)(F)F)O (TFA). The solvent is C(Cl)Cl (DCM). Run at time 15 minute. The product is C1(=CC=CC=C1)N1C(=NC=2C1=NC=CC2)[C@H](C)N ((S)-1-(3-Phenyl-3H-imidazo[4,5-b]pyridin-2-yl)ethylamine). As a reaction SMILES: C(OC(=O)[NH:7][C@H:8]([C:10]1[N:18]([C:19]2[CH:24]=[CH:23][CH:22]=[CH:21][CH:20]=2)[C:13]2=[N:14][CH:15]=[CH:16][CH:17]=[C:12]2[N:11]=1)[CH3:9])(C)(C)C.C(O)(C(F)(F)F)=O>C(Cl)Cl>[C:19]1([N:18]2[C:13]3=[N:14][CH:15]=[CH:16][CH:17]=[C:12]3[N:11]=[C:10]2[C@@H:8]([NH2:7])[CH3:9])[CH:20]=[CH:21][CH:22]=[CH:23][CH:24]=1. Procedure details: To a solution of [(S)-1-(3-phenyl-3H-imidazo[4,5-b]pyridin-2-yl)ethyl]carbamic acid tertbutyl ester (1.77 g) in DCM (4 mL) was added TFA (20 mL) and the resulting mixture was stirred at RT for 15 min. Volatiles were removed under reduced pressure and the resulting residue was partitioned between DCM and a saturated solution of NaHCO3. The aqueous phase was further extracted with DCM and then the combined organic layers were dried (Na2SO4) and then concentrated in vacuo. The resulting residue was...